Dataset: the Open Reaction Database (ORD), a public repository of structured organic reaction records. Task: describe an organic reaction: reactants, conditions, products, and yield The reactants are FC1=CC=C(C=C1)N1N=CC2=CC(=CC=C12)O[C@@H]([C@H](C)N)C1=CC(=CC=C1)OC ((1R,2S)-1-{[1-(4-fluorophenyl)-1H-indazol-5-yl]oxy}-1-(3-methoxyphenyl)propan-2-amine), S1C(=NC=C1)C(=O)Cl (1,3-thiazole-2carbonyl chloride). The product is FC1=CC=C(C=C1)N1N=CC2=CC(=CC=C12)O[C@@H]([C@H](C)NC(=O)C=1SC=CN1)C1=CC(=CC=C1)OC (N-[(1R,2S)-1-[1-(4-fluorophenyl)indazol-5-yl]oxy-1-(3-methoxyphenyl)propan-2-yl]1,3-thiazole-2-carboxamide). Reaction SMILES: [F:1][C:2]1[CH:7]=[CH:6][C:5]([N:8]2[C:16]3[C:11](=[CH:12][C:13]([O:17][C@H:18]([C:22]4[CH:27]=[CH:26][CH:25]=[C:24]([O:28][CH3:29])[CH:23]=4)[C@@H:19]([NH2:21])[CH3:20])=[CH:14][CH:15]=3)[CH:10]=[N:9]2)=[CH:4][CH:3]=1.[S:30]1[CH:34]=[CH:33][N:32]=[C:31]1[C:35](Cl)=[O:36]>>[F:1][C:2]1[CH:3]=[CH:4][C:5]([N:8]2[C:16]3[C:11](=[CH:12][C:13]([O:17][C@H:18]([C:22]4[CH:27]=[CH:26][CH:25]=[C:24]([O:28][CH3:29])[CH:23]=4)[C@@H:19]([NH:21][C:35]([C:31]4[S:30][CH:34]=[CH:33][N:32]=4)=[O:36])[CH3:20])=[CH:14][CH:15]=3)[CH:10]=[N:9]2)=[CH:6][CH:7]=1. Procedure: Prepared as described in Example 1 using (1R,2S)-1-{[1-(4-fluorophenyl)-1H-indazol-5-yl]oxy}-1-(3-methoxyphenyl)propan-2-amine (6a, 20 mg, 50 μmol) and 1,3-thiazole-2carbonyl chloride (23 mg, 150 μmol). Yield 25 mg (97%). Starting materials: O (water), C(=O)([O-])[O-].[K+].[K+] (K2CO3), FC(C(=O)NC1=CC=C2C=C(NC2=C1)C(F)(F)F)(F)F (2,2,2-trifluoro-N-(2-(trifluoromethyl)-1H-indol-6-yl)acetamide). The solvent is CO (MeOH). Product: FC(C(=O)O)(F)F.FC(C1=CNC2=CC(=CC=C12)N)(F)F (3-(trifluoromethyl)-1H-indol-6-amine 2,2,2-trifluoroacetate). Yield: 212.2%. RXN SMILES: [F:1][C:2]([F:20])([F:19])[C:3]([NH:5][C:6]1[CH:14]=[C:13]2[C:9]([CH:10]=[C:11](C(F)(F)F)[NH:12]2)=[CH:8][CH:7]=1)=[O:4].O.C([O-])([O-])=[O:23].[K+].[K+]>CO>[F:1][C:2]([F:20])([F:19])[C:3]([OH:23])=[O:4].[F:1][C:2]([F:20])([F:19])[C:10]1[C:9]2[C:13](=[CH:14][C:6]([NH2:5])=[CH:7][CH:8]=2)[NH:12][CH:11]=1 |f:2.3.4,6.7|. Procedure: 2,2,2-trifluoro-N-(2-(trifluoromethyl)-1H-indol-6-yl)acetamide (28 mg, 0.09 mmol) was dissolved in MeOH (0.9 mL) and water (0.4 mL) in the presence of K2CO3 (90 mg, 0.65 mmol) and stirred overnight at room temperature. Purification (10 to 99% ACN in water) by LC-MS provided 3-(trifluoromethyl)-1H-indol-6-amine 2,2,2-trifluoroacetate (30 mg, quantitative yield). LC/MS: m/z 201.1 (M+H)+ at 0.90 min (10%-99% CH3CN (0.035% TFA)/H2O (0.05% TFA)). Starting materials: C(C)OC(C(C(=C(C)CC1=CC=CC=C1)O)NC=O)=O (2-formylamino-3-hydroxy-4-benzyl-3-pentenoic acid ethyl ester), S(=O)(Br)Br (thionyl bromide), P(OCC)(OCC)OCC (triethyl phosphite). Solvent: C(C)(=O)OCC (ethyl acetate). The product is C(C)OC(C(\C=C(\CP(=O)(OCC)OCC)/CC1=CC=CC=C1)NC=O)=O (E-2-formylamino-4-benzyl-5-diethylphosphono-3-pentenoic acid ethyl ester). Reaction SMILES: [CH2:1]([O:3][C:4](=[O:20])[CH:5]([NH:17][CH:18]=[O:19])[C:6](O)=[C:7]([CH2:9][C:10]1[CH:15]=[CH:14][CH:13]=[CH:12][CH:11]=1)[CH3:8])[CH3:2].S(Br)(Br)=O.[P:25]([O:32]CC)([O:29][CH2:30][CH3:31])[O:26][CH2:27][CH3:28]>C(OCC)(=O)C>[CH2:1]([O:3][C:4](=[O:20])[CH:5]([NH:17][CH:18]=[O:19])/[CH:6]=[C:7](\[CH2:9][C:10]1[CH:15]=[CH:14][CH:13]=[CH:12][CH:11]=1)/[CH2:8][P:25]([O:29][CH2:30][CH3:31])([O:26][CH2:27][CH3:28])=[O:32])[CH3:2]. Procedure: By reaction of 2-formylamino-3-hydroxy-4-benzyl-3-pentenoic acid ethyl ester with thionyl bromide and subsequent treatment with triethyl phosphite at 100° in a manner analogous to that described in Example 1, and after chromatography (silica gel; ethyl acetate), E-2-formylamino-4-benzyl-5-diethylphosphono-3-pentenoic acid ethyl ester is obtained in the form of a colourless oil, 1H-NMR (CDCl3): 2.45 (d, 2H, C(5)--H); 3.80 (s, 1H, CH2); 5.51 (m, 1H, C(3)--H). Starting materials: CC1(OC([C@@H](O1)CC(=O)O[Si](C)(C)C(C)(C)C)=O)C ((S)-(+)-2,2-dimethyl-5-oxo-1,3-dioxolane-4-acetic acid, t-butyldimethylsilyl ester), BrN1C(CCC1=O)=O (N-bromosuccinimide), N(=NC(C#N)(C)C)C(C#N)(C)C (2,2′-azobisisobutyronitrile). The solvent is C(Cl)(Cl)(Cl)Cl (carbon tetrachloride). Reaction conditions: time 5 minute. Yields the product BrC1(OC(OC1=O)(C)C)CC(=O)O[Si](C)(C)C(C)(C)C (4-Bromo-2,2-dimethyl-5-oxo-1,3-dioxolane-4-acetic acid, tertbutyldimethylsilyl ester). As a reaction SMILES: [CH3:1][C:2]1([CH3:19])[O:6][C@@H:5]([CH2:7][C:8]([O:10][Si:11]([C:14]([CH3:17])([CH3:16])[CH3:15])([CH3:13])[CH3:12])=[O:9])[C:4](=[O:18])[O:3]1.[Br:20]N1C(=O)CCC1=O.N(C(C)(C)C#N)=NC(C)(C)C#N>C(Cl)(Cl)(Cl)Cl>[Br:20][C:5]1([CH2:7][C:8]([O:10][Si:11]([C:14]([CH3:17])([CH3:16])[CH3:15])([CH3:13])[CH3:12])=[O:9])[C:4](=[O:18])[O:3][C:2]([CH3:19])([CH3:1])[O:6]1. Reported procedure: A solution of (S)-(+)-2,2-dimethyl-5-oxo-1,3-dioxolane-4-acetic acid, t-butyldimethylsilyl ester (20.9 g, 72.4 mmol) in carbon tetrachloride (200 ml) was treated with N-bromosuccinimide (14.18 g, 79.6 mmol) and 2,2′-azobisisobutyronitrile (0.30 g) and the resulting mixture was heated under reflux while irradiating with a 500 W lamp. After ˜5 min., a mild exothermic reaction was observed and the mixture was heated for an additional 5 min. The reaction mixture was then cooled in an ice bath and th... Starting materials: [Br-], CC#C[Mg+], C1CCOC1, CC(C)(C)OC(=O)N1CCN(S(=O)(=O)c2ccc(Cl)nc2)CC1=O. Product: CC#CC(=O)CN(CCNC(=O)OC(C)(C)C)S(=O)(=O)c1ccc(Cl)nc1. RXN SMILES: [Br-:25].[C:26](#[C:27][CH3:28])[Mg+:29].[CH2:30]1[O:31][CH2:32][CH2:33][CH2:34]1.[Cl:1][c:2]1[cH:3][cH:4][c:5]([S:8](=[O:9])(=[O:10])[N:11]2[CH2:12][C:13](=[O:24])[N:14]([C:17](=[O:18])[O:19][C:20]([CH3:21])([CH3:22])[CH3:23])[CH2:15][CH2:16]2)[cH:6][n:7]1>>[Cl:1][c:2]1[cH:3][cH:4][c:5]([S:8](=[O:9])(=[O:10])[N:11]([CH2:12][C:13](=[O:24])[C:26]#[C:27][CH3:28])[CH2:16][CH2:15][NH:14][C:17](=[O:18])[O:19][C:20]([CH3:21])([CH3:22])[CH3:23])[cH:6][n:7]1. Starting materials: O=C([O-])[O-], CI, O=C1CCNc2ccc(Cl)cc2N1c1ccccc1, [K+], [K+]. The product is CN1CCC(=O)N(c2ccccc2)c2cc(Cl)ccc21. As a reaction SMILES: [C:22](=[O:23])([O-:24])[O-:25].[CH3:20][I:21].[Cl:1][c:2]1[cH:3][cH:4][c:5]2[c:6]([cH:19]1)[N:7]([c:13]1[cH:14][cH:15][cH:16][cH:17][cH:18]1)[C:8](=[O:12])[CH2:9][CH2:10][NH:11]2.[K+:26].[K+:27]>>[Cl:1][c:2]1[cH:3][cH:4][c:5]2[c:6]([cH:19]1)[N:7]([c:13]1[cH:14][cH:15][cH:16][cH:17][cH:18]1)[C:8](=[O:12])[CH2:9][CH2:10][N:11]2[CH3:22]. Reactants: C1CSC([O-])(C23C(N(CC(CCC2)C3=O)C)CC)S1 (ethyl(3-methyl-9-oxo-3-azabicyclo[3.3.1]non-1-yl)carboxylate ethylenedithioketal), C(C)O (ethanol). Reagents/catalysts: [Ni] (Raney nickel). Product: C(C)OC(=O)C12CN(CC(CCC1)C2)C (Ethyl(3-methyl-3-azabicyclo[3.3.1]non-1-yl) carboxylate). RXN SMILES: C1S[C:4]([C:6]23[C:14](=O)[CH:10]([CH2:11][CH2:12][CH2:13]2)[CH2:9][N:8]([CH3:16])[CH:7]3CC)([O-:5])SC1.[CH2:20]([OH:22])[CH3:21]>[Ni]>[CH2:20]([O:22][C:4]([C:6]12[CH2:14][CH:10]([CH2:11][CH2:12][CH2:13]1)[CH2:9][N:8]([CH3:16])[CH2:7]2)=[O:5])[CH3:21]. Reported procedure: 2.42 g of ethyl(3-methyl-9-oxo-3-azabicyclo[3.3.1]non-1-yl)carboxylate ethylenedithioketal was dissolved in ethanol (200 ml). After adding 40 g of Raney nickel, the resulting mixture was heated under reflux for 2 hours. Then the reaction mixture was filtered and concentrated under reduced pressure. The obtained residue was purified by silica gel column chromatography (eluted with toluene/ethyl acetate) to thereby give 0.95 g of the title compound as a slightly yellow oily substance. Reactants: COC(=O)Cc1cc2ccc(F)cc2c(O)c1C, ClCCl, O=S(=O)(OS(=O)(=O)C(F)(F)F)C(F)(F)F, O, c1ccncc1. The product is COC(=O)Cc1cc2ccc(F)cc2c(OS(=O)(=O)C(F)(F)F)c1C. RXN SMILES: [CH3:16][O:17][C:18]([CH2:19][c:20]1[cH:21][c:22]2[cH:23][cH:24][c:25]([F:32])[cH:26][c:27]2[c:28]([OH:31])[c:29]1[CH3:30])=[O:33].[Cl:41][CH2:42][Cl:43].[F:1][C:2]([S:3](=[O:4])(=[O:5])[O:8][S:9](=[O:10])(=[O:11])[C:12]([F:13])([F:14])[F:15])([F:6])[F:7].[OH2:40].[cH:34]1[cH:35][cH:36][n:37][cH:38][cH:39]1>>[O:8]([S:9](=[O:10])(=[O:11])[C:12]([F:13])([F:14])[F:15])[c:28]1[c:27]2[c:22]([cH:21][c:20]([CH2:19][C:18]([O:17][CH3:16])=[O:33])[c:29]1[CH3:30])[cH:23][cH:24][c:25]([F:32])[cH:26]2. Reactants: [F-].C(CCC)[N+](CCCC)(CCCC)CCCC (Tetrabutylammonium fluoride), ClC=1C=C(C=CC1F)C1=C(CCC1)C1=CC=C(C=C1)S(=O)(=O)C (1-[2-(3-chloro-4-fluorophenyl)cyclopenten-1-yl]-4-(methylsulfonyl)benzene), CC(=O)[O-].[Na+] (NaOAc), NOS(=O)(=O)O (H2NOSO3H). Run in C(C)(=O)OCC (ethyl acetate), O (water), C1CCOC1 (THF), O (water). Reaction conditions: time 1 hour. The product is ClC=1C=C(C=CC1F)C1=C(CCC1)C1=CC=C(C=C1)S(=O)(=O)N (4-[2-(3-chloro-4-fluorophenyl)cyclopenten-1-yl]benzenesulfonamide). Isolated yield 89.3%. As a reaction SMILES: [F-].C([N+:6](CCCC)(CCCC)CCCC)CCC.[Cl:19][C:20]1[CH:21]=[C:22]([C:27]2[CH2:31][CH2:30][CH2:29][C:28]=2[C:32]2[CH:37]=[CH:36][C:35]([S:38](C)(=[O:40])=[O:39])=[CH:34][CH:33]=2)[CH:23]=[CH:24][C:25]=1[F:26].CC([O-])=O.[Na+].NOS(O)(=O)=O>C(OCC)(=O)C.O.C1COCC1>[Cl:19][C:20]1[CH:21]=[C:22]([C:27]2[CH2:31][CH2:30][CH2:29][C:28]=2[C:32]2[CH:37]=[CH:36][C:35]([S:38]([NH2:6])(=[O:40])=[O:39])=[CH:34][CH:33]=2)[CH:23]=[CH:24][C:25]=1[F:26] |f:0.1,3.4|. Reported procedure: Tetrabutylammonium fluoride (0.83 mL, 0.83 mmol, 1M in THF) was added to the silane from Step 1 (0.121 g, 0.277 mmol) and dry THF (0.5 mL). The resulting mixture was refluxed for 1 hour then cooled to room temperature. To the reaction mixture was added sequentially NaOAc (0.103 g, 1.26 mmol), water (1.5 mL), and H2NOSO3H (0.157 g, 1.38 mmol) and the reaction was stirred for 1 hour at room temperature. The reaction mixture was diluted with ethyl acetate (5.0 mL) and water (5.0 mL). The layers wer...